From a dataset of the Open Reaction Database (ORD), a public repository of structured organic reaction records. describe an organic reaction: reactants, conditions, products, and yield Starting materials: C([C@@H](C)N)O, COC[C@H](Oc1nc(cc(n1)N1CCC(CC1)c1c[nH]c2c1c(ccn2)OC)Cl)C. Reagents/catalysts: c1ccc(cc1)-c2c3ccccc3cc4ccccc24 (9-Phenylanthracene), CCN(C(C)C)C(C)C (DIPEA), Pd(OAc)2 / dtbpb.BF4, C(O[Pd]OC(C)=O)(C)=O (Pd(OAc)2). The solvent is CC#N (MeCN). Run at temperature 90 celsius, time 18 hour. The product is COC[C@@H](C)Oc1nc(nc(n1)C(=O)N[C@H](C)CO)N2CCC(CC2)c3c[nH]c4ncccc34. RXN SMILES: [CH3:1][O:2][CH2:3][C@H:4]([O:6][c:7]1[n:12][c:11]([N:13]2[CH2:18][CH2:17][CH:16]([c:19]3[c:28]([c:22]4[nH:21][cH:20]3)[c:26]([O:27]C)[cH:25][cH:24][n:23]4)[CH2:15][CH2:14]2)[cH:10][c:9](Cl)[n:8]1)[CH3:5].[CH3:29][C@H:30]([CH2:32][OH:33])[NH2:31]>>[CH3:1][O:2][CH2:3][C@H:4]([O:6][c:7]1[n:8][c:9]([C:10]([NH:31][C@@H:30]([CH2:32][OH:33])[CH3:29])=[O:27])n[c:11]([N:13]2[CH2:18][CH2:17][CH:16]([c:19]3[c:28]([c:22]4[nH:21][cH:20]3)[cH:26][cH:25][cH:24][n:23]4)[CH2:15][CH2:14]2)[n:12]1)[CH3:5].